The task is: describe an organic reaction: reactants, conditions, products, and yield. This data is from the Open Reaction Database (ORD), a public repository of structured organic reaction records. Reactants: Cl.COC([C@@H](NC([C@@](NC(C(C)C)=O)(CC(O)=O)N)=O)CC1=CC=CC=C1)=O (α-aminoisobutyryl-α-L-aspartyl-L-phenylalanine methyl ester hydrochloride). Solvent: O (water). The product is COC([C@@H](NC([C@@](NC(C(C)C)=O)(CC(O)=O)N)=O)CC1=CC=CC=C1)=O (α-Aminoisobutyryl-α-L-aspartyl-L-phenylalanine methyl ester). Yield: 85.3%. Reaction SMILES: Cl.[CH3:2][O:3][C:4](=[O:28])[C@H:5]([CH2:21][C:22]1[CH:27]=[CH:26][CH:25]=[CH:24][CH:23]=1)[NH:6][C:7](=[O:20])[C@:8]([NH2:19])([CH2:15][C:16](=[O:18])[OH:17])[NH:9][C:10](=[O:14])[CH:11]([CH3:13])[CH3:12]>O>[CH3:2][O:3][C:4](=[O:28])[C@H:5]([CH2:21][C:22]1[CH:27]=[CH:26][CH:25]=[CH:24][CH:23]=1)[NH:6][C:7](=[O:20])[C@:8]([NH2:19])([CH2:15][C:16](=[O:17])[OH:18])[NH:9][C:10](=[O:14])[CH:11]([CH3:13])[CH3:12] |f:0.1|. Reported procedure: A solution of 1.8 g α-aminoisobutyryl-α-L-aspartyl-L-phenylalanine methyl ester hydrochloride in 50 ml water was allowed to pass through a column (50 ml) packed with a weakly basic anion-exchange resin (Dow Chemical Co., "IRA-68"), and the resin was washed with 100 ml water. The washings were added to the effluent, and the combined solution was concentrated under reduced pressure, giving 1.4 g of white powder. M.p.: 168°-170° C. Reactants: sodium chloride NaCl, P(=O)(O)(O)[O-].[K+] (potassium dihydrogen orthophosphate), [N-]=[N+]=[N-].[Na+] (sodium azide), buffer solution, [Cl-].[K+] (potassium chloride), P(=O)(O)([O-])[O-].[Na+].[Na+] (disodium hydrogen orthophosphate), Cl (HCl). The solvent is O (water), O (water). The product is OP(=O)(O)[O-].OP(=O)([O-])[O-].[Na+].[Na+].[Na+].[Cl-].[Cl-].[K+].[K+] (phosphate buffered saline). RXN SMILES: [Cl-:1].[K+:2].[P:3]([O-:7])([O-:6])([OH:5])=[O:4].[Na+:8].[Na+].[P:10]([O-:14])([OH:13])([OH:12])=[O:11].[K+].[N-]=[N+]=[N-].[Na+].Cl>O>[OH:5][P:3]([O-:7])([OH:6])=[O:4].[OH:12][P:10]([O-:14])([O-:13])=[O:11].[Na+:8].[Na+:8].[Na+:8].[Cl-:1].[Cl-:1].[K+:2].[K+:2] |f:0.1,2.3.4,5.6,7.8,11.12.13.14.15.16.17.18.19|. Procedure details: Dulbecco's phosphate buffered saline (DPBS) is prepared by first dissolving, sequentially, about 160 g sodium chloride NaCl), about 4 grams potassium chloride (KCl), about 23 grams disodium hydrogen orthophosphate (Na2HPO4), about 4 grams potassium dihydrogen orthophosphate (KH2PO4), and about 10 grams sodium azide in a liter of reverse-osmosis (MilliQ) water. Then, the pH is adjusted to about 7.3 by adding appropriate amounts of HCl. Finally, the buffer solution is diluted to 1:20 (50 ml buffer... Starting materials: CCCCCC (Hexane), O (water), C[Si](C)(C)Cl (TMSCl), C(C1=CC=CC=C1)N1C([C@@H](NC12CCN(CC2)C(C(CC)CC)=O)CC2=CC=CC=C2)=O (1,3-(S)-dibenzyl-8-(2-ethylbutyryl)-1,4,8-triazaspiro[4,5]decan-2-one). The solvent is CC(=O)CC (ethyl methyl ketone). Run at time 8 hour. The product is Cl.C(C1=CC=CC=C1)N1C([C@@H](NC12CCN(CC2)C(C(CC)CC)=O)CC2=CC=CC=C2)=O (1,3-(S)-dibenzyl-8-(2-ethylbutyryl)-1,4,8-triazaspiro[4,5]decan-2-one hydrochloride). RXN SMILES: [CH2:1]([N:8]1[C:12]2([CH2:17][CH2:16][N:15]([C:18](=[O:24])[CH:19]([CH2:22][CH3:23])[CH2:20][CH3:21])[CH2:14][CH2:13]2)[NH:11][C@@H:10]([CH2:25][C:26]2[CH:31]=[CH:30][CH:29]=[CH:28][CH:27]=2)[C:9]1=[O:32])[C:2]1[CH:7]=[CH:6][CH:5]=[CH:4][CH:3]=1.O.C[Si]([Cl:38])(C)C.CCCCCC>CC(CC)=O>[ClH:38].[CH2:1]([N:8]1[C:12]2([CH2:17][CH2:16][N:15]([C:18](=[O:24])[CH:19]([CH2:20][CH3:21])[CH2:22][CH3:23])[CH2:14][CH2:13]2)[NH:11][C@@H:10]([CH2:25][C:26]2[CH:27]=[CH:28][CH:29]=[CH:30][CH:31]=2)[C:9]1=[O:32])[C:2]1[CH:3]=[CH:4][CH:5]=[CH:6][CH:7]=1 |f:5.6|. Procedure: 1,3-(S)-dibenzyl-8-(2-ethylbutyryl)-1,4,8-triazaspiro[4,5]decan-2-one (654 mg, 1.5 mmol) was dissolved in ethyl methyl ketone (5 mL), and water (15 μL) and TMSCl (210 μL) were added and the mixture was stirred overnight. Hexane (10 mL) was then added. The precipitated solid matter was isolated by filtration and dried in vacuo. The product 1,3-(S)-dibenzyl-8-(2-ethylbutyryl)-1,4,8-triazaspiro[4,5]decan-2-one hydrochloride was obtained in a yield of 671 mg (95%). The reactants are C(C)C(C(=O)[O-])(C(=O)[O-])CC (diethylmalonate), BrCCBr (1,2-Dibromoethane), S(O)(O)(=O)=O (sulfuric acid). Reagents/catalysts: [Cl-].C(C1=CC=CC=C1)[N+](CC)(CC)CC (Benzyltriethylammoniumchloride). The solvent is [OH-].[Na+] (NaOH). Conditions: time 10 minute. The product is C1(CC1)(C(=O)O)C(=O)O (1,1-cyclopropanedicarboxylic acid). The yield is 50.2%. RXN SMILES: C([C:3]([CH2:10][CH3:11])([C:7]([O-:9])=[O:8])[C:4]([O-:6])=[O:5])C.BrCCBr.S(=O)(=O)(O)O>[OH-].[Na+].[Cl-].C([N+](CC)(CC)CC)C1C=CC=CC=1>[C:3]1([C:7]([OH:9])=[O:8])([C:4]([OH:6])=[O:5])[CH2:10][CH2:11]1 |f:3.4,5.6|. Procedure: In 50% NaOH 187 ml was dissolved 15 g of diethylmalonate at room temperature. Benzyltriethylammoniumchloride (21.3 g) was added and the resulting mixture was stirred for 10 minutes. 1,2-Dibromoethane (12.3 g) was added to the reaction solution and the resulting mixture was stirred for more than 18 hours at room temperature. The reaction mixture was neutralized by adding dropwise conc. sulfuric acid and then extracted with ethyl acetate. The extract was distilled under reduced pressure to give 6.... Starting materials: BrC(=CCC1=CC=C(C=C1)OC)Br (4-(3,3-Dibromo-2-propenyl)anisole), [Li]CCCC (n-BuLi). Solvent: C1CCOC1 (THF). Conditions: temperature 0 celsius, time 5 hour. The product is C(C#C)C1=CC=C(C=C1)OC (4-(2-Propynyl)anisole). Isolated yield 93.4%. RXN SMILES: Br[C:2](Br)=[CH:3][CH2:4][C:5]1[CH:10]=[CH:9][C:8]([O:11][CH3:12])=[CH:7][CH:6]=1.[Li]CCCC>C1COCC1>[CH2:4]([C:5]1[CH:10]=[CH:9][C:8]([O:11][CH3:12])=[CH:7][CH:6]=1)[C:3]#[CH:2]. Reported procedure: To a stirred solution of Compound 75 (478 mg, 1.56 mmol) in THF (6 ml) was added n-BuLi (1.94 ml, 3.28 mmol), at -78° C. under N2, then warmed up to 0° C., and stirred for 5 h. The mixture was quenched by the addition of NH4Cl aq., and extracted with Et2O. The combined organic layers were dried over MgSO4, filtered, and concentrated. This was purified by SiO2 chromatography to give Compound 76 (213 mg, 94%) as a colorless oil. Yields the product C(#N)C1(CC1)NC(=O)[C@H]1N(C[C@@H](C1)S(=O)(=O)C1=C(C=C(C=C1)OCC(F)(F)F)C(F)(F)F)C=1SC(=NN1)C(F)(F)F ((2S,4R)-4-[4-(2,2,2-Trifluoro-ethoxy)-2-trifluoromethyl-benzenesulfonyl]-1-(5-trifluoromethyl-[1,3,4]thiadiazol-2-yl)-pyrrolidine-2-carboxylic acid (1-cyano-cyclopropyl)-amide). Reported procedure: In analogy to the procedure described in example 335a, (2S,4R)-4-[4-(2,2,2-trifluoro-ethoxy)-2-trifluoromethyl-benzenesulfonyl]-pyrrolidine-2-carboxylic acid (1-cyano-cyclopropyl)-amide (example 211a) was reacted with 2-chloro-5-trifluoromethyl-[1,3,4]thiadiazole (CAS Reg. No. 53645-98-0) in a shaking reactor at 55° C. for 12 h to give the title compound as yellow solid. MS (ESI): m/z=638.1 [M+H]+. The reactants are C(#N)C1(CC1)NC(=O)[C@H]1NC[C@@H](C1)S(=O)(=O)C1=C(C=C(C=C1)OCC(F)(F)F)C(F)(F)F ((2S,4R)-4-[4-(2,2,2-trifluoro-ethoxy)-2-trifluoromethyl-benzenesulfonyl]-pyrrolidine-2-carboxylic acid (1-cyano-cyclopropyl)-amide), ClC=1SC(=NN1)C(F)(F)F (2-chloro-5-trifluoromethyl-[1,3,4]thiadiazole). RXN SMILES: [C:1]([C:3]1([NH:6][C:7]([C@@H:9]2[CH2:13][C@@H:12]([S:14]([C:17]3[CH:22]=[CH:21][C:20]([O:23][CH2:24][C:25]([F:28])([F:27])[F:26])=[CH:19][C:18]=3[C:29]([F:32])([F:31])[F:30])(=[O:16])=[O:15])[CH2:11][NH:10]2)=[O:8])[CH2:5][CH2:4]1)#[N:2].Cl[C:34]1[S:35][C:36]([C:39]([F:42])([F:41])[F:40])=[N:37][N:38]=1>>[C:1]([C:3]1([NH:6][C:7]([C@@H:9]2[CH2:13][C@@H:12]([S:14]([C:17]3[CH:22]=[CH:21][C:20]([O:23][CH2:24][C:25]([F:26])([F:27])[F:28])=[CH:19][C:18]=3[C:29]([F:31])([F:32])[F:30])(=[O:16])=[O:15])[CH2:11][N:10]2[C:34]2[S:35][C:36]([C:39]([F:42])([F:41])[F:40])=[N:37][N:38]=2)=[O:8])[CH2:5][CH2:4]1)#[N:2]. The reactants are [Si](C)(C)(C(C)(C)C)Cl (tert-butyldimethylsilyl chloride), C1CCC2=NCCCN2CC1 (DBU), NC=1C=CC(=C2CNC(C12)=O)C1=CC(=CC=C1)O (7-amino-4-(3-hydroxyphenyl)isoindolinone). The solvent is C(C)#N (acetonitrile). Yields the product NC=1C=CC(=C2CNC(C12)=O)C1=CC(=CC=C1)O[Si](C)(C)C(C)(C)C (7-amino-4-(3-tert-butyldimethylsilyloxyphenyl)isoindolinone). Yield: 59.5%. As a reaction SMILES: [NH2:1][C:2]1[CH:3]=[CH:4][C:5]([C:12]2[CH:17]=[CH:16][CH:15]=[C:14]([OH:18])[CH:13]=2)=[C:6]2[C:10]=1[C:9](=[O:11])[NH:8][CH2:7]2.[Si:19](Cl)([C:22]([CH3:25])([CH3:24])[CH3:23])([CH3:21])[CH3:20].C1CCN2C(=NCCC2)CC1>C(#N)C>[NH2:1][C:2]1[CH:3]=[CH:4][C:5]([C:12]2[CH:17]=[CH:16][CH:15]=[C:14]([O:18][Si:19]([C:22]([CH3:25])([CH3:24])[CH3:23])([CH3:21])[CH3:20])[CH:13]=2)=[C:6]2[C:10]=1[C:9](=[O:11])[NH:8][CH2:7]2. Procedure details: In a similar manner to Step 1 of Example 304, 7-amino-4-(3-hydroxyphenyl)isoindolinone (137 mg, 0.569 mmol) was dissolved in acetonitrile (7.0 mL), and the solution was treated with tert-butyldimethylsilyl chloride (155 mg, 1.02 mmol) and DBU (0.154 mL, 1.02 mmol), followed by purification by flash column chromatography (chloroform) to obtain 7-amino-4-(3-tert-butyldimethylsilyloxyphenyl)isoindolinone (120 mg, yield 59%). The reactants are C1(=CCCC1)C1(C(CCC1)=O)CC(=C)C (2-cyclopent-1-enyl-2-(2-methylprop-2-enyl)cyclopentan-1-one). Reagents/catalysts: [Pd] (Pd—C). Run in C(C)(=O)OCC.C(C)O (ethyl acetate ethanol). Conditions: time 2 hour. Yields the product C1(CCCC1)C1(C(CCC1)=O)CC(C)C (2-cyclopentyl-2-(2-methylpropyl)-cyclopentan-1-one). Isolated yield 83.1%. RXN SMILES: [C:1]1([C:6]2([CH2:12][C:13]([CH3:15])=[CH2:14])[CH2:10][CH2:9][CH2:8][C:7]2=[O:11])[CH2:5][CH2:4][CH2:3][CH:2]=1>C(OCC)(=O)C.C(O)C.[Pd]>[CH:1]1([C:6]2([CH2:12][CH:13]([CH3:15])[CH3:14])[CH2:10][CH2:9][CH2:8][C:7]2=[O:11])[CH2:5][CH2:4][CH2:3][CH2:2]1 |f:1.2|. Reported procedure: A solution of the compound of Embodiment 4 (2-cyclopent-1-enyl-2-(2-methylprop-2-enyl)cyclopentan-1-one, 5.0 g, 0.02 moles) in ethyl acetate/ethanol (9:1, 100 mL) was added to a Parr reaction bottle. To this vessel was added 5% Pd—C (0.5 g) in one portion. The reaction vessel was placed in a Parr hydrogenation apparatus and H2 gas (40 psi) was introduced. The apparatus was agitated for 2 hours, and it was determined by TLC and GC that the reaction was complete. The resulting organic slurry was f... The reactants are N1(C=NC=C1)CCCN (3-Imidazol-1-yl-propylamine), CC1=CC=C(C=O)C=C1 (4-Methyl-benzaldehyde), C(C)OC(C(CC1=CC=C(C=C1)O)=O)=O (2-Oxo-3-(4-hydroxy-phenyl)-propionic acid ethyl ester). The solvent is C(C)O (ethanol). Run at temperature 50 celsius, time 24 hour. The product is OC=1C(N(C(C1C1=CC=C(C=C1)O)C1=CC=C(C=C1)C)CCCN1C=NC=C1)=O (3-Hydroxy-4-(4-hydroxy-phenyl)-1-(3-imidazol-1-yl-propyl)-5-p-tolyl-1,5-dihydro-pyrrol-2-one). As a reaction SMILES: [N:1]1([CH2:6][CH2:7][CH2:8][NH2:9])[CH:5]=[CH:4][N:3]=[CH:2]1.[CH3:10][C:11]1[CH:18]=[CH:17][C:14]([CH:15]=O)=[CH:13][CH:12]=1.C([O:21][C:22](=O)[C:23](=[O:32])[CH2:24][C:25]1[CH:30]=[CH:29][C:28]([OH:31])=[CH:27][CH:26]=1)C>C(O)C>[OH:32][C:23]1[C:22](=[O:21])[N:9]([CH2:8][CH2:7][CH2:6][N:1]2[CH:5]=[CH:4][N:3]=[CH:2]2)[CH:15]([C:14]2[CH:17]=[CH:18][C:11]([CH3:10])=[CH:12][CH:13]=2)[C:24]=1[C:25]1[CH:30]=[CH:29][C:28]([OH:31])=[CH:27][CH:26]=1. Procedure: 3-Imidazol-1-yl-propylamine (1 mmol) and 4-Methyl-benzaldehyde (1 mmol) were added to ethanol (5 ml). After 30 min 2-Oxo-3-(4-hydroxy-phenyl)-propionic acid ethyl ester (1 mmol) was added. The reaction was heated to 50° C. and stirred for 24 h. After evaporation of the solvent the residue was purified with chromatographic methods. The reactants are COC1=CSC=C1C (3-methoxy-4-methylthiophene), C1(=CC=CC=C1)C (toluene), BrCCO (2-bromo-1-ethanol), OS(=O)(=O)[O-].[Na+] (NaHSO4). Run in CO (methanol). Product: BrCCOC1=CSC=C1C (3-(2-bromo)ethoxy-4-methylthiophene). Isolated yield 55.0%. As a reaction SMILES: [CH3:1][O:2][C:3]1[C:7]([CH3:8])=[CH:6][S:5][CH:4]=1.C1(C)C=CC=CC=1.[Br:16][CH2:17]CO.OS([O-])(=O)=O.[Na+]>CO>[Br:16][CH2:17][CH2:1][O:2][C:3]1[C:7]([CH3:8])=[CH:6][S:5][CH:4]=1 |f:3.4|. Reported procedure: 4.2 g of 3-methoxy-4-methylthiophene was added to a mixture of 40 mL of toluene, 8.2 g of 2-bromo-1-ethanol (Aldrich) and 500 mg of NaHSO4. The resulting mixture was heated until the produced methanol had been distilled off and the temperature rose to 110° C. The product was cooled and washed several times with water and, subsequently, extracted with diethyl ether. The organic phase was dried with magnesium sulfate and then evaporated. The product was purified by column chromatography using sili...